From a dataset of the Open Reaction Database (ORD), a public repository of structured organic reaction records. describe an organic reaction: reactants, conditions, products, and yield Conditions: temperature 0 celsius, time 10 minute. Reaction SMILES: [O:1]1[CH2:6][CH2:5][CH2:4][CH2:3][CH:2]1[CH:7]=O.[C:9](#[N:13])[CH2:10][C:11]#[N:12].[NH2:14]/[C:15](/[CH3:19])=[CH:16]\[C:17]#[N:18].C[O-].[Na+]>C(O)C>[NH2:12][C:11]1[C:10]([C:9]#[N:13])=[C:7]([CH:2]2[CH2:3][CH2:4][CH2:5][CH2:6][O:1]2)[C:16]([C:17]#[N:18])=[C:15]([CH3:19])[N:14]=1 |f:3.4|. Reactants: C[O-].[Na+] (sodium methoxide), O1C(CCCC1)C=O (tetrahydro-2H-pyran-2-carbaldehyde), C(CC#N)#N (malononitrile), N\C(=C/C#N)\C (3-aminocrotononitrile). Run in C(C)O (ethanol). Product: NC1=NC(=C(C(=C1C#N)C1OCCCC1)C#N)C (2-Amino-6-methyl-4-(tetrahydro-2H-pyran-2-yl)pyridine-3,5-dicarbonitrile). Procedure: 870 mg (7.62 mmol) of tetrahydro-2H-pyran-2-carbaldehyde, 504 mg (7.62 mmol) of malononitrile and 626 mg (7.62 mmol) of 3-aminocrotononitrile are dissolved in 8.4 ml of dry ethanol. The solution is cooled to 0° C., and 412 mg (7.62 mmol) of sodium methoxide are added a little at a time. The reaction mixture is then warmed to RT and stirred for 10 min. The mixture is then heated at reflux for 10 h. After cooling, the brown precipitate formed is filtered off with suction, washed three times with a... The reactants are FC(SC1=CC=C(C=C1)C#CC1=CC=C(C=C1)SC(F)(F)F)(F)F (1,2-bis(4-trifluoromethylthiophenyl)acetylene). The reagents and catalysts are [Pd] (palladium on carbon). Run in CCCCCC (hexane). The product is FC(SC1=CC=C(C=C1)CCC1=CC=C(C=C1)SC(F)(F)F)(F)F (1,2-bis(4-trifluoromethylthiophenyl)ethane). The yield is 103.6%. As a reaction SMILES: [F:1][C:2]([F:24])([F:23])[S:3][C:4]1[CH:9]=[CH:8][C:7]([C:10]#[C:11][C:12]2[CH:17]=[CH:16][C:15]([S:18][C:19]([F:22])([F:21])[F:20])=[CH:14][CH:13]=2)=[CH:6][CH:5]=1>[Pd].CCCCCC>[F:21][C:19]([F:20])([F:22])[S:18][C:15]1[CH:14]=[CH:13][C:12]([CH2:11][CH2:10][C:7]2[CH:8]=[CH:9][C:4]([S:3][C:2]([F:24])([F:23])[F:1])=[CH:5][CH:6]=2)=[CH:17][CH:16]=1. Procedure: 1,2-bis(4-trifluoromethylthiophenyl)acetylene (200 mg, 0.53 mmol) was hydrogenated over 10% palladium on carbon (20 mg) in hexane (30 mL) at rt for 2 hours. The reaction was filtered and the filtrate was concentrated to give 0.21 g (100%) of 1,2-bis(4-trifluoromethylthiophenyl)ethane. 1HNMR (360 MHz, DMSO-d6) δ 7.61 (d, J=8.3 Hz, 4H), 7.40 (d, J=8.3 Hz, 4H), 2.97 (s, 4H, CH2CH2). MS-EI m/z 382 [M+]. The reactants are CC(C)(C)OC(=O)N1CCN(C(CN)c2ccccc2F)CC1, CS(=O)(=O)Cl, CCOC(C)=O, c1ccncc1. The product is CC(C)(C)OC(=O)N1CCN(C(CNS(C)(=O)=O)c2ccccc2F)CC1. As a reaction SMILES: [C:1]([CH3:2])([CH3:3])([CH3:4])[O:5][C:6](=[O:7])[N:8]1[CH2:9][CH2:10][N:11]([CH:14]([CH2:15][NH2:16])[c:17]2[c:18]([F:23])[cH:19][cH:20][cH:21][cH:22]2)[CH2:12][CH2:13]1.[CH3:24][S:25]([Cl:26])(=[O:27])=[O:28].[CH3:35][CH2:36][O:37][C:38]([CH3:39])=[O:40].[cH:29]1[cH:30][cH:31][n:32][cH:33][cH:34]1>>[C:1]([CH3:2])([CH3:3])([CH3:4])[O:5][C:6](=[O:7])[N:8]1[CH2:9][CH2:10][N:11]([CH:14]([CH2:15][NH:16][S:25]([CH3:24])(=[O:27])=[O:28])[c:17]2[c:18]([F:23])[cH:19][cH:20][cH:21][cH:22]2)[CH2:12][CH2:13]1. Reactants: C(C1=CC=CC=C1)(=O)OC(C=C)CS(=O)(=O)C1=C(C=CC=C1)Br (2-bromophenyl 3-benzoyloxy-1-buten-4-yl sulfone), C(CCC)[SnH](CCCC)CCCC (tributyl tin hydride), CC(C)(C#N)N=NC(C)(C)C#N (AIBN). The product is C(C1=CC=CC=C1)(=O)OC1CS(C2=C(CC1)C=CC=C2)(=O)=O (3-benzoyloxytetrahydrobenzothiepine-1,1-dioxide). Reaction SMILES: [C:1]([O:9][CH:10]([CH2:13][S:14]([C:17]1[CH:22]=[CH:21][CH:20]=[CH:19][C:18]=1Br)(=[O:16])=[O:15])[CH:11]=[CH2:12])(=[O:8])[C:2]1[CH:7]=[CH:6][CH:5]=[CH:4][CH:3]=1.C([SnH](CCCC)CCCC)CCC.CC(N=NC(C#N)(C)C)(C#N)C>>[C:1]([O:9][CH:10]1[CH2:11][CH2:12][C:18]2[CH:19]=[CH:20][CH:21]=[CH:22][C:17]=2[S:14](=[O:16])(=[O:15])[CH2:13]1)(=[O:8])[C:2]1[CH:7]=[CH:6][CH:5]=[CH:4][CH:3]=1. Procedure: In Synlett, 9, 943-944(1995) 2-bromophenyl 3-benzoyloxy-1-buten-4-yl sulfone was treated with tributyl tin hydride and AIBN to produce 3-benzoyloxytetrahydrobenzothiepine-1,1-dioxide. RXN SMILES: [C:1]([O:5][C:6]([N:8]1[CH2:13][CH2:12][CH:11]([N:14]2[C:18]3=[N:19][CH:20]=[N:21][C:22](Cl)=[C:17]3[CH:16]=[N:15]2)[CH2:10][CH2:9]1)=[O:7])([CH3:4])([CH3:3])[CH3:2].[F:24][C:25]1[CH:31]=[C:30]([S:32]([CH3:35])(=[O:34])=[O:33])[CH:29]=[CH:28][C:26]=1[NH2:27]>>[C:1]([O:5][C:6]([N:8]1[CH2:13][CH2:12][CH:11]([N:14]2[C:18]3=[N:19][CH:20]=[N:21][C:22]([NH:27][C:26]4[CH:28]=[CH:29][C:30]([S:32]([CH3:35])(=[O:34])=[O:33])=[CH:31][C:25]=4[F:24])=[C:17]3[CH:16]=[N:15]2)[CH2:10][CH2:9]1)=[O:7])([CH3:4])([CH3:3])[CH3:2]. Yields the product C(C)(C)(C)OC(=O)N1CCC(CC1)N1N=CC=2C1=NC=NC2NC2=C(C=C(C=C2)S(=O)(=O)C)F (4-[4-(2-Fluoro-4-methanesulfonyl-phenylamino)-pyrazolo[3,4-d]pyrimidin-1-yl]-piperidine-1-carboxylic acid tert-butyl ester). Procedure details: 4-[4-(2-Fluoro-4-methanesulfonyl-phenylamino)-pyrazolo[3,4-d]pyrimidin-1-yl]-piperidine-1-carboxylic acid tert-butyl ester was prepared according to General Procedure C by the reaction of 4-(4-chloro-pyrazolo[3,4-d]pyrimidin-1-yl)-piperidine-1-carboxylic acid tert-butyl ester (Intermediate 19) with 2-fluoro-4-(methylsulfonyl)aniline (available from Aldrich Chemical Company, Inc., Milwaukee, Wis., USA). 1H NMR (400 MHz, DMSO-d6) δ 1.43 (s, 9H), 1.90-2.00 (m, 4H), 2.95-3.05 (m, 2H), 3.30 (methyl s... The reactants are C(C)(C)(C)OC(=O)N1CCC(CC1)N1N=CC=2C1=NC=NC2Cl (4-(4-chloro-pyrazolo[3,4-d]pyrimidin-1-yl)-piperidine-1-carboxylic acid tert-butyl ester), C(C)(C)(C)OC(=O)N1CCC(CC1)N1N=CC=2C1=NC=NC2Cl (4-(4-chloro-pyrazolo[3,4-d]pyrimidin-1-yl)-piperidine-1-carboxylic acid tert-butyl ester), FC1=C(N)C=CC(=C1)S(=O)(=O)C (2-fluoro-4-(methylsulfonyl)aniline). Starting materials: FC(F)(F)c1cccc(OCCCCCl)c1, [H-], [Na+], CN(C)C=O, NC(=S)c1ccc(S)nn1. The product is NC(=S)c1ccc(SCCCCOc2cccc(C(F)(F)F)c2)nn1. As a reaction SMILES: [Cl:13][CH2:14][CH2:15][CH2:16][CH2:17][O:18][c:19]1[cH:20][c:21]([C:25]([F:26])([F:27])[F:28])[cH:22][cH:23][cH:24]1.[H-:11].[Na+:12].[O:29]=[CH:30][N:31]([CH3:32])[CH3:33].[SH:1][c:2]1[cH:3][cH:4][c:5]([C:8]([NH2:9])=[S:10])[n:6][n:7]1>>[S:1]([c:2]1[cH:3][cH:4][c:5]([C:8]([NH2:9])=[S:10])[n:6][n:7]1)[CH2:14][CH2:15][CH2:16][CH2:17][O:18][c:19]1[cH:20][c:21]([C:25]([F:26])([F:27])[F:28])[cH:22][cH:23][cH:24]1. Reactants: Cl.CN(CCCN=C=NCC)C (1-(3-Dimethylaminopropyl)-3-ethylcarbodiimide hydrochloride), C(C1=CC=CC=C1)O (benzyl alcohol), N1C=CC2=CC=C(C=C12)C(=O)O (1H-indole-6-carboxylic acid), N,N-dimethylaminopyridine, Cl (hydrochloric acid). The solvent is ClCCl (dichloromethane). Yields the product N1C=CC2=CC=C(C=C12)C(=O)OCC1=CC=CC=C1 (Benzyl 1H-indole-6-carboxylate). Isolated yield 99.0%. RXN SMILES: Cl.CN(C)CCCN=C=NCC.[CH2:13](O)[C:14]1[CH:19]=[CH:18][CH:17]=[CH:16][CH:15]=1.[NH:21]1[C:29]2[C:24](=[CH:25][CH:26]=[C:27]([C:30]([OH:32])=[O:31])[CH:28]=2)[CH:23]=[CH:22]1.Cl>ClCCl>[NH:21]1[C:29]2[C:24](=[CH:25][CH:26]=[C:27]([C:30]([O:32][CH2:13][C:14]3[CH:19]=[CH:18][CH:17]=[CH:16][CH:15]=3)=[O:31])[CH:28]=2)[CH:23]=[CH:22]1 |f:0.1|. Procedure details: 1-(3-Dimethylaminopropyl)-3-ethylcarbodiimide hydrochloride (5 g, 26.1 mmol) was added to a stirred solution of benzyl alcohol (2.47 ml, 23.9 mmol), 1H-indole-6-carboxylic acid (3.5 g, 21.7 mmol) and N,N-dimethylaminopyridine (3.4 g, 28.3 mmol) in dichloromethane (40 ml) at room temperature under a nitrogen atmosphere. After 12 h the reaction mixture was poured into 1M hydrochloric acid (200 ml) and extracted with dichloromethane (2×200 ml). The combined organics were dried (MgSO4) and concentra...